This data is from the Open Reaction Database (ORD), a public repository of structured organic reaction records. The task is: describe an organic reaction: reactants, conditions, products, and yield Starting materials: C=C1C(=CC(=O)OCC)CC(O[Si](c2ccccc2)(c2ccccc2)C(C)(C)C)C2OC(C)(C)OC12, CCOCC, CCO, O, Cc1ccc(S(=O)(=O)O)cc1. Product: C=C1C(=CC(=O)OCC)CC(O[Si](c2ccccc2)(c2ccccc2)C(C)(C)C)C(O)C1O. RXN SMILES: [CH2:1]=[C:2]1[C:3](=[CH:31][C:32](=[O:33])[O:34][CH2:35][CH3:36])[CH2:4][CH:5]([O:13][Si:14]([c:15]2[cH:16][cH:17][cH:18][cH:19][cH:20]2)([c:21]2[cH:22][cH:23][cH:24][cH:25][cH:26]2)[C:27]([CH3:28])([CH3:29])[CH3:30])[CH:6]2[CH:7]1[O:8][C:9]([CH3:11])([CH3:12])[O:10]2.[CH3:49][CH2:50][O:51][CH2:52][CH3:53].[CH3:54][CH2:55][OH:56].[OH2:48].[c:37]1([CH3:38])[cH:39][cH:40][c:41]([S:42]([OH:43])(=[O:44])=[O:45])[cH:46][cH:47]1>>[CH2:1]=[C:2]1[C:3](=[CH:31][C:32](=[O:33])[O:34][CH2:35][CH3:36])[CH2:4][CH:5]([O:13][Si:14]([c:15]2[cH:16][cH:17][cH:18][cH:19][cH:20]2)([c:21]2[cH:22][cH:23][cH:24][cH:25][cH:26]2)[C:27]([CH3:28])([CH3:29])[CH3:30])[CH:6]([OH:10])[CH:7]1[OH:8]. Reactants: Cl.CON (O-Methylhydroxylamine hydrochloride), N1=CC=CC=C1 (pyridine), C(C1=CC=CC=C1)(=O)NC=1SC[C@H]2[C@@](N1)(CN(C2)C2=NC=C(C=N2)F)C=2C=C(C=CC2F)NC(=O)C2=NC=C(C=C2)C#N (N-[3-[(4aR,7aS)-2-Benzamido-6-(5-fluoropyrimidin-2-yl)-4,4a,5,7-tetrahydropyrrolo[3,4-d][1,3]thiazin-7a-yl]-4-fluoro-phenyl]-5-cyano-pyridine-2-carboxamide). Solvent: CO (methanol), C(C)O (ethanol), C1CCOC1 (THF). Conditions: temperature 50 celsius, time 8 hour. Yields the product Cl.NC=1SC[C@H]2[C@@](N1)(CN(C2)C2=NC=C(C=N2)F)C=2C=C(C=CC2F)NC(=O)C2=NC=C(C=C2)C#N (N-[3-[(4aR,7aS)-2-Amino-6-(5-fluoropyrimidin-2-yl)-4,4a,5,7-tetrahydropyrrolo[3,4-d][1,3]thiazin-7a-yl]-4-fluoro-phenyl]-5-cyano-pyridine-2-carboxamide hydrochloride). RXN SMILES: C([NH:9][C:10]1[S:11][CH2:12][C@@H:13]2[CH2:18][N:17]([C:19]3[N:24]=[CH:23][C:22]([F:25])=[CH:21][N:20]=3)[CH2:16][C@:14]2([C:26]2[CH:27]=[C:28]([NH:33][C:34]([C:36]3[CH:41]=[CH:40][C:39]([C:42]#[N:43])=[CH:38][N:37]=3)=[O:35])[CH:29]=[CH:30][C:31]=2[F:32])[N:15]=1)(=O)C1C=CC=CC=1.[ClH:44].CON.N1C=CC=CC=1>C1COCC1.CO.C(O)C>[ClH:44].[NH2:9][C:10]1[S:11][CH2:12][C@@H:13]2[CH2:18][N:17]([C:19]3[N:24]=[CH:23][C:22]([F:25])=[CH:21][N:20]=3)[CH2:16][C@:14]2([C:26]2[CH:27]=[C:28]([NH:33][C:34]([C:36]3[CH:41]=[CH:40][C:39]([C:42]#[N:43])=[CH:38][N:37]=3)=[O:35])[CH:29]=[CH:30][C:31]=2[F:32])[N:15]=1 |f:1.2,7.8|. Procedure: N-[3-[(4aR,7aS)-2-Benzamido-6-(5-fluoropyrimidin-2-yl)-4,4a,5,7-tetrahydropyrrolo[3,4-d][1,3]thiazin-7a-yl]-4-fluoro-phenyl]-5-cyano-pyridine-2-carboxamide (133 mg, 0.22 mmol, isomer 1) is dissolved in THF (1 mL) and diluted with methanol (3 mL) and ethanol (3 mL). O-Methylhydroxylamine hydrochloride (190 mg, 2.2 mmol) and pyridine (180 μL, 2.2 mmol) are added. The reaction is warmed to 50° C. and stirred overnight. The mixture is concentrated onto silica gel (˜10 g) and purified via silica gel ...